This data is from the Open Reaction Database (ORD), a public repository of structured organic reaction records. The task is: describe an organic reaction: reactants, conditions, products, and yield The reactants are C1CCC2=NCCCN2CC1 (1,8-diazabicyclo[5,4,0]-7-undecene), N1=CC=CC=C1 (pyridine), C(OC1=CC=CC=C1)(=O)Cl (phenyl chlorocarbonate), ONC(=N)C=1C=C(C=CC1)N1C2=C(NC(CC1=O)=O)C1=CC=CC=C1C=C2 (5-[3-(N-hydroxyamidino)phenyl]-1H-naphtho[1,2-b][1,4]diazepin-2,4(3H,5H)-dione). The solvent is ClCCl (dichloromethane), O (water). Reaction conditions: time 1.5 hour. The product is O=C1NC(=NO1)C=1C=C(C=CC1)N1C2=C(NC(CC1=O)=O)C1=CC=CC=C1C=C2 (5-[3-(5-oxo-4H-[1,2,4]oxadiazol-3-yl)phenyl]-1H-naphtho[1,2-b][1,4]diazepin-2,4(3H,5H)-dione). The yield is 51.8%. Reaction SMILES: [OH:1][NH:2][C:3]([C:5]1[CH:6]=[C:7]([N:11]2[C:17](=[O:18])[CH2:16][C:15](=[O:19])[NH:14][C:13]3[C:20]4[C:25]([CH:26]=[CH:27][C:12]2=3)=[CH:24][CH:23]=[CH:22][CH:21]=4)[CH:8]=[CH:9][CH:10]=1)=[NH:4].N1C=CC=CC=1.[C:34](Cl)(=O)[O:35]C1C=CC=CC=1.C1CCN2C(=NCCC2)CC1>ClCCl.O>[O:35]=[C:34]1[O:1][N:2]=[C:3]([C:5]2[CH:6]=[C:7]([N:11]3[C:17](=[O:18])[CH2:16][C:15](=[O:19])[NH:14][C:13]4[C:20]5[C:25]([CH:26]=[CH:27][C:12]3=4)=[CH:24][CH:23]=[CH:22][CH:21]=5)[CH:8]=[CH:9][CH:10]=2)[NH:4]1. Reported procedure: To a suspension of 5-[3-(N-hydroxyamidino)phenyl]-1H-naphtho[1,2-b][1,4]diazepin-2,4(3H,5H)-dione (36 mg, 0.1 mmol) in dichloromethane (18 mL) was added pyridine (0.012 mL, 0.15 mmol) and phenyl chlorocarbonate (0.016 mL, 0.13 mmol). The reaction mixture was stirred at room temperature for 1.5 hours, and cold water was added. After the mixture was stirred for 20 min, the organic layer was washed with saturated brine, dried over anhydrous sodium sulfate, and the solvent was removed under reduced ... The reactants are C1(=CC=CC=C1)NCCN (N-phenylethylenediamine), N#CBr (cyanogen bromide), CC(C)(C)OC(=O)OC(=O)OC(C)(C)C (Boc2O), FC=1C=C(CBr)C=CC1F (3,4-difluorobenzyl bromide). The product is FC=1C=C(CN2C(N(CC2)C2=CC=CC=C2)=N)C=CC1F (1-(3,4-Difluorobenzyl)-3-phenyl-imidazolidin-2-ylideneamine). Reaction SMILES: [C:1]1([NH:7][CH2:8][CH2:9][NH2:10])[CH:6]=[CH:5][CH:4]=[CH:3][CH:2]=1.CC(OC(OC(OC(C)(C)C)=O)=O)(C)C.[F:26][C:27]1[CH:28]=[C:29]([CH:32]=[CH:33][C:34]=1[F:35])[CH2:30]Br.[N:36]#[C:37]Br>>[F:26][C:27]1[CH:28]=[C:29]([CH:32]=[CH:33][C:34]=1[F:35])[CH2:30][N:10]1[CH2:9][CH2:8][N:7]([C:1]2[CH:6]=[CH:5][CH:4]=[CH:3][CH:2]=2)[C:37]1=[NH:36]. Procedure: The title compound was prepared from N-phenylethylenediamine in four steps by Procedure A. In the first step, one equivalent of Boc2O was used and, similarly, one equivalent of 3,4-difluorobenzyl bromide was used as benzylating reagent in the second step. After reacting with cyanogen bromide, the crude product was isolated upon aqueous work-up and purified by preparative LCMS to give the title compound as the free base. MS (ES+) m/z 288 ([M+1]+, 100); HR-MS: 288.1316 ([M+1]+, C16H16F2N3; calc. 2... The reactants are COC(=O)c1cccc(Oc2ccc(Cl)cc2N)c1, CCO, Cc1ccc2c(Cl)ccnc2n1. Yields the product COC(=O)c1cccc(Oc2ccc(Cl)cc2Nc2ccnc3nc(C)ccc23)c1. Reaction SMILES: [CH3:13][O:14][C:15]([c:16]1[cH:17][c:18]([O:22][c:23]2[c:24]([NH2:30])[cH:25][c:26]([Cl:29])[cH:27][cH:28]2)[cH:19][cH:20][cH:21]1)=[O:31].[CH3:32][CH2:33][OH:34].[Cl:1][c:2]1[c:3]2[cH:4][cH:5][c:6]([CH3:12])[n:7][c:8]2[n:9][cH:10][cH:11]1>>[c:2]1([NH:30][c:24]2[c:23]([O:22][c:18]3[cH:17][c:16]([C:15]([O:14][CH3:13])=[O:31])[cH:21][cH:20][cH:19]3)[cH:28][cH:27][c:26]([Cl:29])[cH:25]2)[c:3]2[cH:4][cH:5][c:6]([CH3:12])[n:7][c:8]2[n:9][cH:10][cH:11]1. Yields the product CC(C)(C)c1nc(N)sc1Br. Starting materials: O=C1CCC(=O)N1Br, ClC(Cl)(Cl)Cl, CCCCCC, CC(C)(C)c1csc(N)n1. Reaction SMILES: [Br:11][N:12]1[C:13](=[O:14])[CH2:15][CH2:16][C:17]1=[O:18].[C:25]([Cl:26])([Cl:27])([Cl:28])[Cl:29].[CH3:19][CH2:20][CH2:21][CH2:22][CH2:23][CH3:24].[NH2:1][c:2]1[s:3][cH:4][c:5]([C:7]([CH3:8])([CH3:9])[CH3:10])[n:6]1>>[NH2:1][c:2]1[s:3][c:4]([Br:11])[c:5]([C:7]([CH3:8])([CH3:9])[CH3:10])[n:6]1. The reactants are NC1=NC=C(N=C1Br)Br (2-Amino-3,5-dibromopyrazine), C(C)(C)(C)OC(=O)N1CCNCC1 (piperazine-1-carboxylic acid tert-butyl ester). The solvent is CCOC(=O)C (EtOAc). Run at temperature 120 celsius. Yields the product C(C)(C)(C)OC(=O)N1CCN(CC1)C1=NC(=CN=C1N)Br (3′-Amino-6′bromo-2,3,5,6-tetrahydro-[1,2′]bipyrazinyl-4-carboxylic acid tert-butyl ester), solid. The yield is 92.0%. RXN SMILES: [NH2:1][C:2]1[C:7](Br)=[N:6][C:5]([Br:9])=[CH:4][N:3]=1.[C:10]([O:14][C:15]([N:17]1[CH2:22][CH2:21][NH:20][CH2:19][CH2:18]1)=[O:16])([CH3:13])([CH3:12])[CH3:11]>CCOC(C)=O>[C:10]([O:14][C:15]([N:17]1[CH2:22][CH2:21][N:20]([C:7]2[C:2]([NH2:1])=[N:3][CH:4]=[C:5]([Br:9])[N:6]=2)[CH2:19][CH2:18]1)=[O:16])([CH3:13])([CH3:11])[CH3:12]. Reported procedure: 2-Amino-3,5-dibromopyrazine (1.26 g, 5.0 mmol) and piperazine-1-carboxylic acid tert-butyl ester (4.64 g, 25 mmol) were placed in a dry RBF and heated with stirring to 120° C. under dry nitrogen. Molten mixture was stirred at this temperature for 6 h and cooled to room temperature. The resulting slurry was diluted with EtOAc (20 mL) and stirred for 20 min. Amine salts were removed by filtration and washed with EtOAc (3×5 mL). Filtrate was washed with pH 4 buffer (35 mL) and brine (35 mL), dried ...